From a dataset of the Open Reaction Database (ORD), a public repository of structured organic reaction records. describe an organic reaction: reactants, conditions, products, and yield The reactants are CO (methanol), O=C(C=CC1=CC=C(C=O)C=C1)C1=C2C[C@@H]3[C@H](C2=C(S1)C)C3(C)C (4-[3-oxo-3-((1aS,5aR)-1,1,2-trimethyl-1,1a,5,5a-tetrahydro-3-thia-cyclopropa[a]pentalen-4-yl)-propenyl]-benzaldehyde), N1CC(C1)C(=O)O (azetidine-3-carboxylic acid), NaHB(OAc)3. Run in C(C)#N (acetonitrile), O (water). Run at time 5 minute. The product is O=C(CCC1=CC=C(CN2CC(C2)C(=O)O)C=C1)C1=C2C[C@@H]3[C@H](C2=C(S1)C)C3(C)C (1-{4-[3-oxo-3-((1aS,5aR)-1,1,2-trimethyl-1,1a,5,5a-tetrahydro-3-thia-cyclopropa[a]pentalen-4-yl)-propyl]-benzyl}-azetidine-3-carboxylic acid). Yield: 37.8%. RXN SMILES: [O:1]=[C:2]([C:13]1[S:20][C:19]([CH3:21])=[C:18]2[C:14]=1[CH2:15][C@H:16]1[C:22]([CH3:24])([CH3:23])[C@H:17]12)[CH:3]=[CH:4][C:5]1[CH:12]=[CH:11][C:8]([CH:9]=O)=[CH:7][CH:6]=1.[NH:25]1[CH2:28][CH:27]([C:29]([OH:31])=[O:30])[CH2:26]1.CO>C(#N)C.O>[O:1]=[C:2]([C:13]1[S:20][C:19]([CH3:21])=[C:18]2[C:14]=1[CH2:15][C@H:16]1[C:22]([CH3:24])([CH3:23])[C@H:17]12)[CH2:3][CH2:4][C:5]1[CH:6]=[CH:7][C:8]([CH2:9][N:25]2[CH2:28][CH:27]([C:29]([OH:31])=[O:30])[CH2:26]2)=[CH:11][CH:12]=1. Reported procedure: A suspension of 4-[3-oxo-3-((1aS,5aR)-1,1,2-trimethyl-1,1a,5,5a-tetrahydro-3-thia-cyclopropa[a]pentalen-4-yl)-propenyl]-benzaldehyde (50 mg, 0.15 mmol), azetidine-3-carboxylic acid (19 mg, 0.19 mmol) and NaHB(OAc)3 (94 mg, 0.45 mmol) in acetonitrile (3 mL) is stirred at rt for 4 h before methanol (1 mL) is added. The clear solution is stirred for 5 min, diluted with water and extracted four times with DCM. The combinded organic extracts are dried over MgSO4 and evaporated. The obtained resin is ... The reactants are C1(CCCCC1)N=C=NC1CCCCC1 (N,N'-dicyclohexylcarbodiimide), C(#N)C1=C(C=C(C=C1)O)F (4-cyano-3-fluorophenol), C(\C=C\C)(=O)OC1=CC=C(C(=O)O)C=C1 (4-[(E)-but-2-enoyloxy]benzoic acid). Reagents/catalysts: CN(C1=CC=NC=C1)C (4-(dimethylamino)pyridine). The solvent is ClCCl (dichloromethane). Conditions: time 8 hour. Yields the product C(\C=C\C)(=O)OC1=CC=C(C(=O)OC2=CC(=C(C=C2)C#N)F)C=C1 (4-cyano-3-fluorophenyl 4-[(E)-but-2-enoyloxy]benzoate). Isolated yield 105.6%. Reaction SMILES: C1(N=C=NC2CCCCC2)CCCCC1.[C:16]([C:18]1[CH:23]=[CH:22][C:21]([OH:24])=[CH:20][C:19]=1[F:25])#[N:17].[C:26]([O:31][C:32]1[CH:40]=[CH:39][C:35]([C:36](O)=[O:37])=[CH:34][CH:33]=1)(=[O:30])/[CH:27]=[CH:28]/[CH3:29]>CN(C)C1C=CN=CC=1.ClCCl>[C:26]([O:31][C:32]1[CH:33]=[CH:34][C:35]([C:36]([O:24][C:21]2[CH:22]=[CH:23][C:18]([C:16]#[N:17])=[C:19]([F:25])[CH:20]=2)=[O:37])=[CH:39][CH:40]=1)(=[O:30])/[CH:27]=[CH:28]/[CH3:29]. Procedure: 2.6 g of N,N'-dicyclohexylcarbodiimide were added while stirring within 5 minutes to a solution of 1.2 g of 4-cyano-3-fluorophenol, 1.2 g of 4-[(E)-but-2-enoyloxy]benzoic acid and 0.1 g of 4-(dimethylamino)pyridine in 50 ml of dichloromethane. The reaction mixture was stirred overnight, then filtered. The filtrate was washed with saturated sodium bicarbonate solution and with water and concentrated. Chromatographic purification of the residue on silica gel with hexane/ethyl acetate (vol. 9:1) an... Reactants: C(CC1=CC=CC=C1)C1=C(C(=O)O)C=CC=C1 (2-phenethyl benzoic acid), C(C(=O)Cl)(=O)Cl (oxalyl chloride), CN(C)C=O (DMF). The solvent is ClCCl (dichloromethane). Reaction conditions: temperature -70 celsius, time 1.5 hour. Product: C(CC1=CC=CC=C1)C1=C(C=O)C=CC=C1 (2-(phenethyl)benzaldehyde). Yield: 74.0%. As a reaction SMILES: [CH2:1]([C:9]1[CH:17]=[CH:16][CH:15]=[CH:14][C:10]=1[C:11](O)=[O:12])[CH2:2][C:3]1[CH:8]=[CH:7][CH:6]=[CH:5][CH:4]=1.C(Cl)(=O)C(Cl)=O.CN(C=O)C>ClCCl>[CH2:1]([C:9]1[CH:17]=[CH:16][CH:15]=[CH:14][C:10]=1[CH:11]=[O:12])[CH2:2][C:3]1[CH:8]=[CH:7][CH:6]=[CH:5][CH:4]=1. Reported procedure: A mixture of 2-phenethyl benzoic acid (11.3 g), oxalyl chloride (5.2 ml), DMF (0.2 ml) and dichloromethane (100 ml) was stirred for 1.5 hours. The solvent was evaporated, diglyme (75 ml) added and the mixture cooled to -70° C. Lithium tri-(tert-butoxy)aluminium hydride (100 ml, 0.5M solution in diglyme) was added dropwise over 45 minutes maintaining the reaction temperature below -60° C. The reaction was stirred at -70° C. for 1 hour and poured into a 2N HCl and ice mixture. The mixture was extr... The reactants are [N+](=O)([O-])C1=CC2=C(C=C1)OCO2 (1-nitro-3,4-methylenedioxybenzene), [H][H] (hydrogen). The reagents and catalysts are [Pd] (palladium on carbon). Run in C(C)O (ethanol). Yields the product NC1=CC2=C(C=C1)OCO2 (1-amino-3,4-methylenedioxybenzene). Reaction SMILES: [N+:1]([C:4]1[CH:9]=[CH:8][C:7]2[O:10][CH2:11][O:12][C:6]=2[CH:5]=1)([O-])=O.[H][H]>[Pd].C(O)C>[NH2:1][C:4]1[CH:9]=[CH:8][C:7]2[O:10][CH2:11][O:12][C:6]=2[CH:5]=1. Procedure: To a solution of 38 gms. of 1-nitro-3,4-methylenedioxybenzene in 75 mls. of absolute ethanol is added 1.5 gms. of 5% palladium on carbon. The resulting mixture is hydrogenated at approximately 4 atmospheres pressure of hydrogen and ambient temperature for 4 hours. The catalyst is removed by filtration and the filtrate concentrated to a syrup. Trituration of the syrup with petroleum ether (b.p. 30°-60°C.) causes solidification and recrystallization from the same solvent provides 1-amino-3,4-methy... Reaction SMILES: [CH2:29]1[O:30][CH2:31][CH2:32][CH2:33]1.[CH3:27][OH:28].[Cl:1][c:2]1[cH:3][c:4]([CH:9]([CH:10]2[CH2:11][N:12]([C:16](=[O:17])[O:18][C:19]([CH3:20])([CH3:21])[CH3:22])[CH2:13][CH2:14][CH2:15]2)[O:23][CH2:24][C:25]#[N:26])[cH:5][cH:6][c:7]1[F:8]>>[Cl:1][c:2]1[cH:3][c:4]([CH:9]([CH:10]2[CH2:11][N:12]([C:16](=[O:17])[O:18][C:19]([CH3:20])([CH3:21])[CH3:22])[CH2:13][CH2:14][CH2:15]2)[O:23][CH2:24][CH2:25][NH2:26])[cH:5][cH:6][c:7]1[F:8]. Starting materials: C1CCOC1, CO, CC(C)(C)OC(=O)N1CCCC(C(OCC#N)c2ccc(F)c(Cl)c2)C1. Product: CC(C)(C)OC(=O)N1CCCC(C(OCCN)c2ccc(F)c(Cl)c2)C1. The reactants are CNC, COCCOC, ClCCl, Clc1nc(Cl)nc(Cl)n1, O. Product: CN(C)c1nc(Cl)nc(Cl)n1. As a reaction SMILES: [CH3:10][NH:11][CH3:12].[CH3:17][O:18][CH2:19][CH2:20][O:21][CH3:22].[Cl:13][CH2:14][Cl:15].[Cl:1][c:2]1[n:3][c:4]([Cl:5])[n:6][c:7]([Cl:8])[n:9]1.[OH2:16]>>[c:2]1([N:11]([CH3:10])[CH3:12])[n:3][c:4]([Cl:5])[n:6][c:7]([Cl:8])[n:9]1. The reactants are C(#C)C=1C(=NC(=NC1C(F)(F)F)C)OC (5-ethynyl-4-methoxy-2-methyl-6-trifluoromethylpyrimidine), Cl (HCl). The product is ClC(=C)C=1C(NC(=NC1C(F)(F)F)C)=O (5-(1-chlorovinyl)-2-methyl-6-trifluoromethyl-3H-pyrimidin-4-one). Reaction SMILES: [C:1]([C:3]1[C:4]([O:14]C)=[N:5][C:6]([CH3:13])=[N:7][C:8]=1[C:9]([F:12])([F:11])[F:10])#[CH:2].[ClH:16]>>[Cl:16][C:1]([C:3]1[C:4](=[O:14])[NH:5][C:6]([CH3:13])=[N:7][C:8]=1[C:9]([F:12])([F:11])[F:10])=[CH2:2]. Procedure details: 5-ethynyl-4-methoxy-2-methyl-6-trifluoromethylpyrimidine (1.92 g) was added 6N-HCl (20 ml) with stirring and refluxed for 2 hr. After cooling to room temperature, the reaction mixture was extracted with ethyl acetate. The ethyl acetate layer was washed with brine and dried over magnesium sulfate. The solvent was removed under reduced pressure. The residue was purified by silica gel column chromatography (hexanethyl acetate). The crude fraction was concentrated, and then washed with hexane to giv... The reactants are Cc1c(C)c2ccc(OCCCBr)cc2oc1=O, Cl, ON=C1CCNCC1, C1COCCO1. Product: Cc1c(C)c2ccc(OCCCN3CCC(=NO)CC3)cc2oc1=O. As a reaction SMILES: [Br:1][CH2:2][CH2:3][CH2:4][O:5][c:6]1[cH:7][cH:8][c:9]2[c:10]([CH3:18])[c:11]([CH3:17])[c:12](=[O:16])[o:13][c:14]2[cH:15]1.[ClH:19].[N:20]([OH:21])=[C:22]1[CH2:23][CH2:24][NH:25][CH2:26][CH2:27]1.[O:28]1[CH2:29][CH2:30][O:31][CH2:32][CH2:33]1>>[CH2:2]([CH2:3][CH2:4][O:5][c:6]1[cH:7][cH:8][c:9]2[c:10]([CH3:18])[c:11]([CH3:17])[c:12](=[O:16])[o:13][c:14]2[cH:15]1)[N:25]1[CH2:24][CH2:23][C:22](=[N:20][OH:21])[CH2:27][CH2:26]1.